Dataset: the Open Reaction Database (ORD), a public repository of structured organic reaction records. Task: describe an organic reaction: reactants, conditions, products, and yield The reactants are COC=1C(=C(C(=O)O)C=C(C1OC)OC)[N+](=O)[O-] (3,4,5-Trimethoxy-2-nitrobenzoic acid), C1CCOC1 (THF), C1CCOC1 (THF). The product is COC=1C(=C(CCO)C=C(C1OC)OC)[N+](=O)[O-] (3,4,5-Trimethoxy-2-nitrobenzyl methanol). As a reaction SMILES: [CH3:1][O:2][C:3]1[C:4]([N+:16]([O-:18])=[O:17])=[C:5]([CH:9]=[C:10]([O:14][CH3:15])[C:11]=1[O:12][CH3:13])[C:6](O)=O.C1C[O:22][CH2:21]C1>>[CH3:1][O:2][C:3]1[C:4]([N+:16]([O-:18])=[O:17])=[C:5]([CH:9]=[C:10]([O:14][CH3:15])[C:11]=1[O:12][CH3:13])[CH2:6][CH2:21][OH:22]. Procedure details: To a stirred solution of the 3,4,5-Trimethoxy-2-nitrobenzoic acid (5 g, 19.40 mmol) in THF (30 ml) was added by BH3 (1.0 M in THF, 29.1 ml) under nitrogen. The mixture was stirred and refluxed for 2 hours. After cooling, the reaction mixture was extracted with water and CH2Cl2. The combined organic layers were dried over MgSO4, and then evaporated to afford 3,4,5-Trimethoxy-2-nitrobenzyl methanol. The crude 3,4,5-trimethoxy-2-nitrobenzyl methanol was dissolved in anhydrous CH2Cl2 (20 mL) and was... The reactants are CCO, Cl, Nc1c([N+](=O)[O-])ccc2[nH]nnc12. Yields the product Nc1ccc2[nH]nnc2c1N. Reaction SMILES: [CH3:14][CH2:15][OH:16].[ClH:17].[NH2:1][c:2]1[c:3]([N+:11]([O-:12])=[O:13])[cH:4][cH:5][c:6]2[nH:7][n:8][n:9][c:10]12>>[NH2:1][c:2]1[c:3]([NH2:11])[cH:4][cH:5][c:6]2[nH:7][n:8][n:9][c:10]12. Reactants: Cl.C(C=C)OC1=C(C=C(C=C1Cl)Cl)C(C(=O)OCC)NC1=CC=C(C=C1)C(N)=N (ethyl (RS)-(2-allyloxy-3,5-dichloro-phenyl)-(4-carbamimidoyl-phenylamino)-acetate hydrochloride), [H][H] (hydrogen). Reagents/catalysts: [Pt](=O)=O (platinum dioxide). Solvent: C(C)O (ethanol). Yields the product Cl.C(N)(=N)C1=CC=C(C=C1)NC(C(=O)OCC)C1=C(C(=CC(=C1)Cl)Cl)O (ethyl (RS)-(4-carbamimidoyl-phenylamino)-(3,5-dichloro-2-hydroxy-phenyl)-acetate hydrochloride). Yield: 197.2%. As a reaction SMILES: Cl.C([O:5][C:6]1[C:11]([Cl:12])=[CH:10][C:9]([Cl:13])=[CH:8][C:7]=1[CH:14]([NH:20][C:21]1[CH:26]=[CH:25][C:24]([C:27](=[NH:29])[NH2:28])=[CH:23][CH:22]=1)[C:15]([O:17][CH2:18][CH3:19])=[O:16])C=C.[H][H]>C(O)C.[Pt](=O)=O>[ClH:12].[C:27]([C:24]1[CH:25]=[CH:26][C:21]([NH:20][CH:14]([C:7]2[CH:8]=[C:9]([Cl:13])[CH:10]=[C:11]([Cl:12])[C:6]=2[OH:5])[C:15]([O:17][CH2:18][CH3:19])=[O:16])=[CH:22][CH:23]=1)(=[NH:28])[NH2:29] |f:0.1,5.6|. Procedure details: A solution of 300 mg of ethyl (RS)-(2-allyloxy-3,5-dichloro-phenyl)-(4-carbamimidoyl-phenylamino)-acetate hydrochloride (1:1) (see Example 293.3) in 5 ml of ethanol was treated with hydrogen in ther presence of a catalytic amount of platinum dioxide for 45 minutes while stirring. The reaction mixture was suction filtered over Speedex. The filtrate was concentrated and gave 270 mg of ethyl (RS)-(4-carbamimidoyl-phenylamino)-(3,5-dichloro-2-hydroxy-phenyl)-acetate hydrochloride (1:1); MS (ISP) m/z... RXN SMILES: [Si]([O:8][CH:9]1[CH2:36][CH2:35][C:12]2[N:13]=[C:14]([NH:16][C:17]([N:19]3[CH2:24][CH2:23][CH:22]([N:25]4[C:33]5[C:28](=[CH:29][CH:30]=[C:31]([F:34])[CH:32]=5)[CH2:27][CH2:26]4)[CH2:21][CH2:20]3)=[O:18])[S:15][C:11]=2[CH2:10]1)(C(C)(C)C)(C)C.CCCC[N+](CCCC)(CCCC)CCCC.[F-].CCOC(C)=O.O>C1COCC1>[F:34][C:31]1[CH:32]=[C:33]2[C:28]([CH2:27][CH2:26][N:25]2[CH:22]2[CH2:21][CH2:20][N:19]([C:17]([NH:16][C:14]3[S:15][C:11]4[CH2:10][CH:9]([OH:8])[CH2:36][CH2:35][C:12]=4[N:13]=3)=[O:18])[CH2:24][CH2:23]2)=[CH:29][CH:30]=1 |f:1.2,3.4|. Run in C1CCOC1 (THF). The reactants are [Si](C)(C)(C(C)(C)C)OC1CC2=C(N=C(S2)NC(=O)N2CCC(CC2)N2CCC3=CC=C(C=C23)F)CC1 (N-(6-((tert-butyldimethylsilyl)oxy)-4,5,6,7-tetrahydrobenzo[d]thiazol-2-yl)-4-(6-fluoroindolin-1-yl)piperidine-1-carboxamide), CCCC[N+](CCCC)(CCCC)CCCC.[F-] (TBAF), CCOC(=O)C.O (EtOAc H2O). Yields the product FC1=CC=C2CCN(C2=C1)C1CCN(CC1)C(=O)NC=1SC2=C(N1)CCC(C2)O (4-(6-fluoroindolin-1-yl)-N-(6-hydroxy-4,5,6,7-tetrahydrobenzo[d]thiazol-2-yl)piperidine-1-carboxamide). Reported procedure: To a solution of N-(6-((tert-butyldimethylsilyl)oxy)-4,5,6,7-tetrahydrobenzo[d]thiazol-2-yl)-4-(6-fluoroindolin-1-yl)piperidine-1-carboxamide (106 mg, 0.2 mmol) in THF (3 mL) was added TBAF solution (1.0 M in THF, 0.8 mL, 0.8 mmol, 4 equiv) at room temperature. The resulting mixture was stirred at room temperature for 24 h and was poured into EtOAc/H2O (20 mL/20 mL). The organic layer was washed with brine (20 mL), dried (Na2SO4), and filtered. The solvent was removed by roto-evaporator and the ... Conditions: time 24 hour.